This data is from the Open Reaction Database (ORD), a public repository of structured organic reaction records. The task is: describe an organic reaction: reactants, conditions, products, and yield Reactants: NCCCO[C@@H]1C[C@H]2CC[C@H]3[C@]4(CC[C@@H]([C@@]4(C)CC[C@@H]3[C@]2(CC1)C)C1=COC=C1)O (3β-(3-aminopropoxy)-17β-(3-furyl)-5β-androstan-14β-ol), [N+](=O)([O-])[O-].CC1(N=NC(=C1)C)C(=[NH2+])N (3,5-dimethyl-1-pyrazolylformamidinium nitrate). The solvent is C(C)O (ethanol). Yields the product [N+](=O)([O-])O[C@]12CC[C@@H]([C@@]1(C)CC[C@@H]1[C@]3(CC[C@@H](C[C@H]3CC[C@@H]21)OCCCNC(=N)N)C)C2=COC=C2 (3β-(3-Guanidinopropoxy)-17β-(3-furyl)-5β-androstan-14β-ol nitrate). RXN SMILES: [NH2:1][CH2:2][CH2:3][CH2:4][O:5][C@H:6]1[CH2:23][CH2:22][C@@:21]2([CH3:24])[C@H:8]([CH2:9][CH2:10][C@@H:11]3[C@@H:20]2[CH2:19][CH2:18][C@@:16]2([CH3:17])[C@:12]3([OH:30])[CH2:13][CH2:14][C@@H:15]2[C:25]2[CH:29]=[CH:28][O:27][CH:26]=2)[CH2:7]1.[N+:31]([O-:34])([O-])=[O:32].CC1([C:42]([NH2:44])=[NH2+:43])C=C(C)N=N1>C(O)C>[N+:31]([O:30][C@@:12]12[C@H:11]3[C@@H:20]([C@:21]4([CH3:24])[C@H:8]([CH2:9][CH2:10]3)[CH2:7][C@@H:6]([O:5][CH2:4][CH2:3][CH2:2][NH:1][C:42]([NH2:44])=[NH:43])[CH2:23][CH2:22]4)[CH2:19][CH2:18][C@:16]1([CH3:17])[C@@H:15]([C:25]1[CH:29]=[CH:28][O:27][CH:26]=1)[CH2:14][CH2:13]2)([O-:34])=[O:32] |f:1.2|. Reported procedure: To a solution of 0.10 g of 3β-(3-aminopropoxy)-17β-(3-furyl)-5β-androstan-14β-ol (I-ab) in 7 ml of absolute ethanol 0.060 g of 3,5-dimethyl-1-pyrazolylformamidinium nitrate were added and the mixture was kept at reflux temperature for 24 hrs; the ethanol was concentrated under reduced pressure and 0.090 g of the title compound (I-am) crystallized as a white solid.